Dataset: the Open Reaction Database (ORD), a public repository of structured organic reaction records. Task: describe an organic reaction: reactants, conditions, products, and yield Starting materials: CC(=O)OO, CCOc1cccc(Oc2cccnc2)c1, CC(=O)O. The product is CCOc1cccc(Oc2ccc[n+]([O-])c2)c1. RXN SMILES: [C:17]([O:18][OH:20])(=[O:19])[CH3:21].[CH2:1]([CH3:2])[O:3][c:4]1[cH:5][c:6]([O:7][c:8]2[cH:9][n:10][cH:11][cH:12][cH:13]2)[cH:14][cH:15][cH:16]1.[CH3:22][C:23](=[O:24])[OH:25]>>[CH2:1]([CH3:2])[O:3][c:4]1[cH:5][c:6]([O:7][c:8]2[cH:9][n+:10]([O-:19])[cH:11][cH:12][cH:13]2)[cH:14][cH:15][cH:16]1. The reactants are BrC(C(Cl)(Cl)Br)C1C(C1C(=O)O)(C)C (3-(1,2-dibromo-2,2-dichloroethyl)-2,2-dimethylcyclopropanecarboxylic acid), FC1=CC=C(CC2=CN(C=C2)CO)C=C1 ([3-(4-fluorobenzyl)-1-pyrrolyl]methanol). The product is final product, BrC(C(Cl)(Cl)Br)C1C(C1C(=O)OCN1C=C(C=C1)CC1=CC=C(C=C1)F)(C)C ([3-(4-fluorobenzyl)-1-pyrrolyl]methyl 3-(1,2-dibromo-2,2-dichloroethyl)-2,2-dimethylcyclopropanecarboxylate). Reaction SMILES: [Br:1][CH:2]([CH:7]1[CH:9]([C:10]([OH:12])=[O:11])[C:8]1([CH3:14])[CH3:13])[C:3]([Br:6])([Cl:5])[Cl:4].[F:15][C:16]1[CH:29]=[CH:28][C:19]([CH2:20][C:21]2[CH:25]=[CH:24][N:23]([CH2:26]O)[CH:22]=2)=[CH:18][CH:17]=1>>[Br:1][CH:2]([CH:7]1[CH:9]([C:10]([O:12][CH2:26][N:23]2[CH:24]=[CH:25][C:21]([CH2:20][C:19]3[CH:18]=[CH:17][C:16]([F:15])=[CH:29][CH:28]=3)=[CH:22]2)=[O:11])[C:8]1([CH3:14])[CH3:13])[C:3]([Br:6])([Cl:4])[Cl:5]. Procedure details: Following the procedure of Example 1, 3-(1,2-dibromo-2,2-dichloroethyl)-2,2-dimethylcyclopropanecarboxylic acid is reacted with [3-(4-fluorobenzyl)-1-pyrrolyl]methanol to give the final product [3-(4-fluorobenzyl)-1-pyrrolyl]methyl 3-(1,2-dibromo-2,2-dichloroethyl)-2,2-dimethylcyclopropanecarboxylate. Reactants: CC(N=C=O)c1ccccc1, Cc1ccccc1, COc1ccc(NC(C)c2cnc(Cl)nc2Cl)cc1. Yields the product COc1ccc(N(C(=O)NC(C)c2ccccc2)C(C)c2cnc(Cl)nc2Cl)cc1. Reaction SMILES: [CH3:20][CH:21]([c:22]1[cH:23][cH:24][cH:25][cH:26][cH:27]1)[N:28]=[C:29]=[O:30].[CH3:31][c:32]1[cH:33][cH:34][cH:35][cH:36][cH:37]1.[Cl:1][c:2]1[n:3][cH:4][c:5]([CH:9]([CH3:10])[NH:11][c:12]2[cH:13][cH:14][c:15]([O:18][CH3:19])[cH:16][cH:17]2)[c:6]([Cl:8])[n:7]1>>[Cl:1][c:2]1[n:3][cH:4][c:5]([CH:9]([CH3:10])[N:11]([c:12]2[cH:13][cH:14][c:15]([O:18][CH3:19])[cH:16][cH:17]2)[C:29]([NH:28][CH:21]([CH3:20])[c:22]2[cH:23][cH:24][cH:25][cH:26][cH:27]2)=[O:30])[c:6]([Cl:8])[n:7]1. Reactants: [Ag] (silver), ( 3 ), C(=O)([O-])C(O)C(O)C(=O)[O-].[Na+].[Na+] (sodium tartrate). Yields the product C(=O)([O-])C(O)C(O)C(=O)[O-].[Ag+2] (silver tartrate). RXN SMILES: [Ag:1].[C:2]([CH:5]([CH:7]([C:9]([O-:11])=[O:10])[OH:8])[OH:6])([O-:4])=[O:3].[Na+].[Na+]>>[C:2]([CH:5]([CH:7]([C:9]([O-:11])=[O:10])[OH:8])[OH:6])([O-:4])=[O:3].[Ag+2:1] |f:1.2.3,4.5|. Reported procedure: This example illustrates the preparation of the silver coating solution that is used in Examples 5 and 6. Three (3) ml of a sodium tartrate solution (tartaric acid disodium salt dehydrate, obtained from Aldrich) dissolved in 20 ml distilled water) was added to 3 ml of a silver nitrate solution (silver nitrate dissolved in 10 ml distilled water) at 22° C. A white precipitate of silver tartrate formed rapidly. Concentrated ammonium hydroxide, 28% ammonia (obtained from EM Science), was added dropw... Starting materials: COC(C(C(=O)NC12CC3CC(CC(C1)C3)C2)(CC2=CC=NC=C2)CC2=CC=NC=C2)=O (N-adamantan-1-yl-2,2-bis-pyridin4-ylmethyl-malonamic acid methyl ester), [BH4-].[Na+] (sodium borohydride). The solvent is CO (methanol). Reaction conditions: time 18 hour. The product is C12(CC3CC(CC(C1)C3)C2)NC(C(CC2=CC=NC=C2)(CC2=CC=NC=C2)CO)=O (N-Adamantan-1-yl-2-hydroxymethyl-3-pyridin-4-yl-2-pyridin-4-ylmethyl-propionamide). Isolated yield 57.3%. As a reaction SMILES: C[O:2][C:3](=O)[C:4]([CH2:25][C:26]1[CH:31]=[CH:30][N:29]=[CH:28][CH:27]=1)([CH2:18][C:19]1[CH:24]=[CH:23][N:22]=[CH:21][CH:20]=1)[C:5]([NH:7][C:8]12[CH2:17][CH:12]3[CH2:13][CH:14]([CH2:16][CH:10]([CH2:11]3)[CH2:9]1)[CH2:15]2)=[O:6].[BH4-].[Na+]>CO>[C:8]12([NH:7][C:5](=[O:6])[C:4]([CH2:3][OH:2])([CH2:18][C:19]3[CH:24]=[CH:23][N:22]=[CH:21][CH:20]=3)[CH2:25][C:26]3[CH:31]=[CH:30][N:29]=[CH:28][CH:27]=3)[CH2:9][CH:10]3[CH2:11][CH:12]([CH2:13][CH:14]([CH2:16]3)[CH2:15]1)[CH2:17]2 |f:1.2|. Procedure: To a well-stirred solution of N-adamantan-1-yl-2,2-bis-pyridin4-ylmethyl-malonamic acid methyl ester (14.92 g, 34 mmol) in methanol (175 ml), sodium borohydride (6.50 g, 172 mmol) was added portionwise over 1 hour (ambient temperature). After stirring at ambient temperature for 18 hours, the solvent was removed in vacuo, and the residue was extracted with aqueous sodium bicarbonate/chloroform (300 ml of each). The aqueous layer was then extracted three times with equal volumes of chloroform. The... Reagents/catalysts: CC(C)[O-].CC(C)[O-].CC(C)[O-].CC(C)[O-].[Ti+4] (Tetraisopropyl orthotitanate), Cl[Ti](Cl)(Cl)Cl (TiCl4). The solvent is O (H2O), C(Cl)Cl (CH2Cl2), C(Cl)Cl (CH2Cl2), C(Cl)Cl (CH2Cl2), C(Cl)Cl (CH2Cl2). Isolated yield 73.8%. Procedure details: Tetraisopropyl orthotitanate (0.37 ml, 1.23 mmol) was added to a solution of TiCl4 (1M in CH2Cl2, 3.3 ml, 3.3 mmol) in CH2Cl2 (50 ml) at 0° C. under inert atmosphere. The mixture was stirred for ten minutes. (4S)-3-[({[5,5-Dimethyl-2-(4-methylphenyl)-1,3-dioxan-2-yl]methyl}thio)acetyl]-4-phenyl-1,3-oxazolidin-2-one (2.0 g, 4.4 mmol) in dry CH2Cl2 (50 ml) was added dropwise over 20 minutes and the mixture was stirred for ten minutes. tert-Butyl (4-{[(4-fluorophenyl)imino]methyl}phenoxy)acetate (2... Conditions: temperature -30 celsius, time 2 hour. As a reaction SMILES: [CH3:1][C:2]1([CH3:32])[CH2:7][O:6][C:5]([CH2:15][S:16][CH2:17][C:18]([N:20]2[C@@H:24]([C:25]3[CH:30]=[CH:29][CH:28]=[CH:27][CH:26]=3)[CH2:23][O:22][C:21]2=[O:31])=[O:19])([C:8]2[CH:13]=[CH:12][C:11]([CH3:14])=[CH:10][CH:9]=2)[O:4][CH2:3]1.[F:33][C:34]1[CH:39]=[CH:38][C:37]([N:40]=[CH:41][C:42]2[CH:56]=[CH:55][C:45]([O:46][CH2:47][C:48]([O:50][C:51]([CH3:54])([CH3:53])[CH3:52])=[O:49])=[CH:44][CH:43]=2)=[CH:36][CH:35]=1.C(N(C(C)C)C(C)C)C.C(O)(C)C>C(Cl)Cl.CC([O-])C.CC([O-])C.CC([O-])C.CC([O-])C.[Ti+4].Cl[Ti](Cl)(Cl)Cl.O>[CH3:1][C:2]1([CH3:32])[CH2:3][O:4][C:5]([CH2:15][S:16][C@@H:17]([C:18](=[O:19])[N:20]2[C@@H:24]([C:25]3[CH:26]=[CH:27][CH:28]=[CH:29][CH:30]=3)[CH2:23][O:22][C:21]2=[O:31])[C@H:41]([C:42]2[CH:56]=[CH:55][C:45]([O:46][CH2:47][C:48]([O:50][C:51]([CH3:52])([CH3:53])[CH3:54])=[O:49])=[CH:44][CH:43]=2)[NH:40][C:37]2[CH:36]=[CH:35][C:34]([F:33])=[CH:39][CH:38]=2)([C:8]2[CH:13]=[CH:12][C:11]([CH3:14])=[CH:10][CH:9]=2)[O:6][CH2:7]1 |f:5.6.7.8.9|. Starting materials: C(C)(C)O (isopropanol), CC1(COC(OC1)(C1=CC=C(C=C1)C)CSCC(=O)N1C(OC[C@@H]1C1=CC=CC=C1)=O)C ((4S)-3-[({[5,5-Dimethyl-2-(4-methylphenyl)-1,3-dioxan-2-yl]methyl}thio)acetyl]-4-phenyl-1,3-oxazolidin-2-one), C(C)N(C(C)C)C(C)C (Ethyl diisopropyl amine), FC1=CC=C(C=C1)N=CC1=CC=C(OCC(=O)OC(C)(C)C)C=C1 (tert-Butyl (4-{[(4-fluorophenyl)imino]methyl}phenoxy)acetate). Product: CC1(COC(OC1)(C1=CC=C(C=C1)C)CS[C@H]([C@@H](NC1=CC=C(C=C1)F)C1=CC=C(OCC(=O)OC(C)(C)C)C=C1)C(N1C(OC[C@@H]1C1=CC=CC=C1)=O)=O)C (tert-Butyl (4-{(1S,2R)-2-({[5,5-dimethyl-2-(4-methylphenyl)-1,3-dioxan-2-yl]methyl}thio)-1-[(4-fluorophenyl)amino]-3-oxo-3-[(4S)-2-oxo-4-phenyl-1,3-oxazolidin-3-yl]propyl}phenoxy)acetate). The yield is 62.9%. Starting materials: C(C1=CC=CC=C1)N(CC=1N(C=CN1)S(=O)(=O)N(C)C)CC=1N(C=CN1)S(=O)(=O)N(C)C (2,2′-[(benzylimino)bis(methylene)]bis(N,N-dimethyl-1H-imidazole-1-sulfonamide)). Run at temperature 60 celsius, time 6 hour. Product: N(CC=1N(C=CN1)S(=O)(=O)N(C)C)CC=1N(C=CN1)S(=O)(=O)N(C)C (2,2′-[iminobis(methylene)]bis(N,N-dimethyl-1H-imidazole-1-sulfonamide)). The reagents and catalysts are [OH-].[Pd+2].[OH-].[C] (palladium hydroxide carbon). Solvent: C(C)O (ethanol). Procedure: To an ethanol (350 mL) solution of the compound (55.7 g) obtained in Example 2, 20% palladium hydroxide-carbon (13.6 g) was added under an argon atmosphere. The reaction mixture was stirred under a hydrogen atmosphere at 60° C. for 6 hours. The reaction mixture was cooled to room temperature and then filtered through Celite. The filtrate was concentrated under reduced pressure. The residue was purified by silica gel chromatography (ethyl acetate:10%-saturated aqueous ammonia-methanol=1:0→8:2) to... RXN SMILES: C([N:8]([CH2:21][C:22]1[N:23]([S:27]([N:30]([CH3:32])[CH3:31])(=[O:29])=[O:28])[CH:24]=[CH:25][N:26]=1)[CH2:9][C:10]1[N:11]([S:15]([N:18]([CH3:20])[CH3:19])(=[O:17])=[O:16])[CH:12]=[CH:13][N:14]=1)C1C=CC=CC=1>[OH-].[Pd+2].[OH-].[C].C(O)C>[NH:8]([CH2:9][C:10]1[N:11]([S:15]([N:18]([CH3:20])[CH3:19])(=[O:16])=[O:17])[CH:12]=[CH:13][N:14]=1)[CH2:21][C:22]1[N:23]([S:27]([N:30]([CH3:32])[CH3:31])(=[O:29])=[O:28])[CH:24]=[CH:25][N:26]=1 |f:1.2.3.4|. The reactants are O=CC1=C(O)C(OC)=CC=C1 (o-vanillin), Br (hydrobromic acid). Solvent: C(C)(=O)O (acetic acid). The product is OC1=C(C=O)C=CC=C1O (2,3-dihydroxybenzaldehyde). The yield is 70.2%. Reaction SMILES: [O:1]=[CH:2][C:3]1[CH:11]=[CH:10][CH:9]=[C:6]([O:7]C)[C:4]=1[OH:5].Br>C(O)(=O)C>[OH:5][C:4]1[C:6]([OH:7])=[CH:9][CH:10]=[CH:11][C:3]=1[CH:2]=[O:1]. Procedure details: 152.0 g (1.0 mol) of o-vanillin and 200 ml of azeotropic hydrobromic acid (47.5% strength) are stirred under reflux in 500 ml of glacial acetic acid for 2.5 hours. The acid mixture is then distilled off and the residue is subjected to fractional vacuum distillation. The redistilled fraction having a boiling point of 120°-125° C./12 mbar is purified by recrystallisation from 1 l of heptane (hexane is also possible and is recovered). 97 g (70% of theory) of 2,3-dihydroxybenzaldehyde of melting poi... Reactants: CC#N, CC(=O)O, O=Cc1c(C2CC2)nc2ccccc2c1-c1ccc(F)cc1, [H-], [Na+], O. Yields the product N#CCC(O)c1c(C2CC2)nc2ccccc2c1-c1ccc(F)cc1. As a reaction SMILES: [CH3:23][C:24]#[N:25].[CH3:28][C:29](=[O:30])[OH:31].[CH:1]1([c:4]2[n:5][c:6]3[cH:7][cH:8][cH:9][cH:10][c:11]3[c:12](-[c:16]3[cH:17][cH:18][c:19]([F:22])[cH:20][cH:21]3)[c:13]2[CH:14]=[O:15])[CH2:2][CH2:3]1.[H-:26].[Na+:27].[OH2:32]>>[CH:1]1([c:4]2[n:5][c:6]3[cH:7][cH:8][cH:9][cH:10][c:11]3[c:12](-[c:16]3[cH:17][cH:18][c:19]([F:22])[cH:20][cH:21]3)[c:13]2[CH:14]([OH:15])[CH2:23][C:24]#[N:25])[CH2:2][CH2:3]1. Reactants: CC(C)(F)CCC(CC(O[Si](C)(C)C(C)(C)C)C(Cc1ccccc1)NC(=O)c1cnc2ccccc2n1)C(=O)NCCO, ClCCl. The product is CC(C)(F)CCC(CC(O[Si](C)(C)C(C)(C)C)C(Cc1ccccc1)NC(=O)c1cnc2ccccc2n1)C(=O)NCC=O. As a reaction SMILES: [CH2:1]([c:2]1[cH:3][cH:4][cH:5][cH:6][cH:7]1)[CH:8]([CH:9]([CH2:10][CH:11]([CH2:12][CH2:13][C:14]([CH3:15])([CH3:16])[F:17])[C:18]([NH:19][CH2:20][CH2:21][OH:22])=[O:23])[O:24][Si:25]([CH3:26])([CH3:27])[C:28]([CH3:29])([CH3:30])[CH3:31])[NH:32][C:33](=[O:34])[c:35]1[n:36][c:37]2[cH:38][cH:39][cH:40][cH:41][c:42]2[n:43][cH:44]1.[CH2:45]([Cl:46])[Cl:47]>>[CH2:1]([c:2]1[cH:3][cH:4][cH:5][cH:6][cH:7]1)[CH:8]([CH:9]([CH2:10][CH:11]([CH2:12][CH2:13][C:14]([CH3:15])([CH3:16])[F:17])[C:18]([NH:19][CH2:20][CH:21]=[O:22])=[O:23])[O:24][Si:25]([CH3:26])([CH3:27])[C:28]([CH3:29])([CH3:30])[CH3:31])[NH:32][C:33](=[O:34])[c:35]1[n:36][c:37]2[cH:38][cH:39][cH:40][cH:41][c:42]2[n:43][cH:44]1.